This data is from the Open Reaction Database (ORD), a public repository of structured organic reaction records. The task is: describe an organic reaction: reactants, conditions, products, and yield Starting materials: CC(C)N, CC(=O)CC(=O)C(C)(C)C, Cc1ccccc1, [Na+], [Na+], O=S(=O)([O-])[O-]. Product: CC(C)NC(C)CC(=O)C(C)(C)C. Reaction SMILES: [CH3:18][CH:19]([CH3:20])[NH2:21].[CH3:1][C:2]([CH3:3])([C:4]([CH2:5][C:6]([CH3:7])=[O:8])=[O:9])[CH3:10].[CH3:22][c:23]1[cH:24][cH:25][cH:26][cH:27][cH:28]1.[Na+:11].[Na+:12].[O-:13][S:14](=[O:15])(=[O:16])[O-:17]>>[CH3:1][C:2]([CH3:3])([C:4]([CH2:5][CH:6]([CH3:7])[NH:21][CH:19]([CH3:18])[CH3:20])=[O:9])[CH3:10]. Reactants: ClCC=1C(=CC=CC1)CCl (α,α'-dichloro-o-xylene), C(OC)(OC)=O (dimethyl carbonate), O (water). The solvent is CN(C=O)C (N,N-dimethylformamide). Reaction conditions: time 22 hour. Product: C1C2=CC=CC=C2CO1 (phthalan). Yield: 37.0%. Reaction SMILES: Cl[CH2:2][C:3]1[C:4]([CH2:9]Cl)=[CH:5][CH:6]=[CH:7][CH:8]=1.C(=O)(OC)[O:12]C.O>CN(C)C=O>[CH2:2]1[O:12][CH2:9][C:4]2[C:3]1=[CH:8][CH:7]=[CH:6][CH:5]=2. Procedure details: The procedure described in Example 1 was followed in reacting 0.05 g mole of α,α'-dichloro-o-xylene with 0.06 g mole of dimethyl carbonate in 50 ml of N,N-dimethylformamide. After 22 hours, the reaction mixture was poured into 100 ml of water and the organic portion was extracted from the mixture with three 5050 ml portions of hexane. The combined extracts were dried over MgSO4 and the hexane was distilled off. The residue was distilled under reduced pressure to obtain 2.29 g (37 percent yield) ... Reactants: NC1=CC2=C(NC(CO2)=O)C=C1 (7-amino-4H-benzo[1,4]oxazin-3-one), ClCC(=O)N1CCC(CC1)OC1=CC=C(C=C1)C (2-chloro-1-(4-p-tolyloxy-piperidin-1-yl) ethanone), C(C)OCC (diethylether). Product: C1(=CC=C(C=C1)OC1CCN(CC1)C(C=O)NC1=CC2=C(NC(CO2)=O)C=C1)C (2-(4-p-Tolyloxy-piperidin-1-yl)-2-(3-oxo-3,4-dihydro-2H-benzo[1,4]oxazin-7-yl-amino)-ethanone). RXN SMILES: [NH2:1][C:2]1[CH:12]=[CH:11][C:5]2[NH:6][C:7](=[O:10])[CH2:8][O:9][C:4]=2[CH:3]=1.Cl[CH2:14][C:15]([N:17]1[CH2:22][CH2:21][CH:20]([O:23][C:24]2[CH:29]=[CH:28][C:27]([CH3:30])=[CH:26][CH:25]=2)[CH2:19][CH2:18]1)=O.C([O:33]CC)C>>[C:27]1([CH3:30])[CH:28]=[CH:29][C:24]([O:23][CH:20]2[CH2:21][CH2:22][N:17]([CH:15]([NH:1][C:2]3[CH:12]=[CH:11][C:5]4[NH:6][C:7](=[O:10])[CH2:8][O:9][C:4]=4[CH:3]=3)[CH:14]=[O:33])[CH2:18][CH2:19]2)=[CH:25][CH:26]=1. Reported procedure: The title compound is prepared from 7-amino-4H-benzo[1,4]oxazin-3-one and 2-chloro-1-(4-p-tolyloxy-piperidin-1-yl) ethanone (Example 208a) according to the method described in Example 206. Melting Point: 223-224° C. (diethylether) The reactants are C(C)N1C2=C(N(C(C3=C1N=CC(=C3)C#C)=O)C)C=CC=N2 (5,11-dihydro-11-ethyl-8-ethynyl-5-methyl-6H-dipyrido[3,2-b:2',3'-e][1,4]diazepin-6-one), BrC=1C=NC=NC1 (5-bromopyrimidine). Product: N1=CC=CC2=NC(C3=C(N=C21)N=CC=C3)=O (6H-dipyrido[3,2-b:2',3'-e][1,4]diazepin-6-one). Isolated yield 85.9%. As a reaction SMILES: C([N:3]1[C:9]2[N:10]=[CH:11][C:12](C#C)=[CH:13][C:8]=2[C:7](=[O:16])[N:6](C)[C:5]2[CH:18]=[CH:19][CH:20]=[N:21][C:4]1=2)C.BrC1C=NC=NC=1>>[N:21]1[C:4]2[C:5](=[N:6][C:7](=[O:16])[C:8]3[CH:13]=[CH:12][CH:11]=[N:10][C:9]=3[N:3]=2)[CH:18]=[CH:19][CH:20]=1. Procedure details: By a procedure analogous to that described in Example 51b, 5,11-dihydro-11-ethyl-8-ethynyl-5-methyl-6H-dipyrido[3,2-b:2',3'-e][1,4]diazepin-6-one (0.1 g, 0.36 mmol) was coupled with 5-bromopyrimidine (59 mg, 0.37 mmol) to give 65 mg of 5,11-Dihydro-11-ethyl-5-methyl-8-(5-pyrimidyl)ethynyl-(-6H-dipyrido[3,2-b:2',3'-e][1,4]diazepin-6-one (65 mg). A mixture containing this coupled product (65 mg), cyclohexene (0.07 mL), and 10% palladium on carbon (60 mg) in 2 mL of ethanol was heated in a sealed t...